From a dataset of the Open Reaction Database (ORD), a public repository of structured organic reaction records. describe an organic reaction: reactants, conditions, products, and yield Starting materials: CO, [NH4+], CC(=O)c1ccc2c(c1)OCO2, [OH-]. Product: CC(N)c1ccc2c(c1)OCO2. Reaction SMILES: [CH3:15][OH:16].[NH4+:13].[O:1]1[CH2:2][O:3][c:4]2[c:5]1[cH:6][cH:7][c:8]([C:10]([CH3:11])=[O:12])[cH:9]2.[OH-:14]>>[O:1]1[CH2:2][O:3][c:4]2[c:5]1[cH:6][cH:7][c:8]([CH:10]([CH3:11])[NH2:13])[cH:9]2. RXN SMILES: [NH2:1][C@@H:2]1[CH2:7][CH2:6][C@H:5]([C:8]([OH:10])=[O:9])[CH2:4][CH2:3]1.[Cl:11][C:12]1[N:17]=[C:16](Cl)[N:15]=[C:14]([NH:19][CH3:20])[N:13]=1.[OH-].[Na+]>CC#N.O>[Cl:11][C:12]1[N:13]=[C:14]([NH:19][CH3:20])[N:15]=[C:16]([NH:1][C@@H:2]2[CH2:7][CH2:6][C@H:5]([C:8]([OH:10])=[O:9])[CH2:4][CH2:3]2)[N:17]=1 |f:2.3,4.5|. Solvent: CC#N.O (CH3CN H2O). Reactants: [OH-].[Na+] (NaOH), N[C@H]1CC[C@H](CC1)C(=O)O (cis-4-aminocyclohexanecarboxylic acid), crude solution, ClC1=NC(=NC(=N1)Cl)NC (4,6-dichloro-N-methyl-1,3,5-triazin-2-amine). Run at time 3 hour. Reported procedure: Commercially available cis-4-aminocyclohexanecarboxylic acid (17.46 mmol) was added to the above crude solution of 4,6-dichloro-N-methyl-1,3,5-triazin-2-amine in CH3CN:H2O (1:1, 28.6 mL). The reaction mixture was stirred at room temperature to 40° C. for 3 hours while the pH was maintained between 9 and 10 with addition of a NaOH solution. LCMS analysis showed the complete consumption of 4,6-dichloro-N-methyl-1,3,5-triazin-2-amine. The crude product was used in the next step. MS (ES+): m/e 286.0... The product is ClC1=NC(=NC(=N1)NC)N[C@H]1CC[C@H](CC1)C(=O)O (cis-4-{[4-chloro-6-(methylamino)-1,3,5-triazin-2-yl]amino}cyclohexanecarboxylic acid). Yields the product NCc1cc(F)ccc1[N+](=O)[O-]. RXN SMILES: [CH2:41]([Cl:42])[Cl:43].[CH2:52]([N+:53]([CH3:54])([CH3:55])[CH3:56])[c:57]1[cH:58][cH:59][cH:60][cH:61][cH:62]1.[CH3:34][O:35][S:36]([O:37][CH3:38])(=[O:39])=[O:40].[CH3:44][c:45]1[cH:46][cH:47][cH:48][cH:49][cH:50]1.[CH3:63][C:64]#[N:65].[Cl-:51].[F:12][C:13]([F:14])([F:15])[C:16]([O:17][C:18](=[O:19])[C:20]([F:21])([F:22])[F:23])=[O:24].[F:1][c:2]1[cH:3][cH:4][c:5]([N+:9](=[O:10])[O-:11])[c:6]([NH2:8])[cH:7]1.[F:25][C:26]([C:27]([NH2:29])=[O:31])([F:28])[F:30].[Na+:33].[OH-:32]>>[F:1][c:2]1[cH:3][cH:4][c:5]([N+:9](=[O:10])[O-:11])[c:6]([CH2:27][NH2:29])[cH:7]1. The reactants are ClCCl, C[N+](C)(C)Cc1ccccc1, COS(=O)(=O)OC, Cc1ccccc1, CC#N, [Cl-], O=C(OC(=O)C(F)(F)F)C(F)(F)F, Nc1cc(F)ccc1[N+](=O)[O-], NC(=O)C(F)(F)F, [Na+], [OH-].